From a dataset of the Open Reaction Database (ORD), a public repository of structured organic reaction records. describe an organic reaction: reactants, conditions, products, and yield The reactants are O=[N+]([O-])c1cc(Br)ccc1O, CO, [Na+], [Na+], O=S([O-])S(=O)[O-]. Yields the product Nc1cc(Br)ccc1O. Reaction SMILES: [Br:1][c:2]1[cH:3][c:4]([N+:9]([O-:10])=[O:11])[c:5]([OH:8])[cH:6][cH:7]1.[CH3:20][OH:21].[Na+:18].[Na+:19].[S:12]([S:13]([O-:14])=[O:15])([O-:16])=[O:17]>>[Br:1][c:2]1[cH:3][c:4]([NH2:9])[c:5]([OH:8])[cH:6][cH:7]1. Reactants: CCOC(=O)CCBr, Cc1ccccc1, NC1CC1. Product: CCOC(=O)CCNC1CC1. As a reaction SMILES: [Br:1][CH2:2][CH2:3][C:4](=[O:5])[O:6][CH2:7][CH3:8].[CH3:13][c:14]1[cH:15][cH:16][cH:17][cH:18][cH:19]1.[CH:9]1([NH2:12])[CH2:10][CH2:11]1>>[CH2:2]([CH2:3][C:4](=[O:5])[O:6][CH2:7][CH3:8])[NH:12][CH:9]1[CH2:10][CH2:11]1.